describe an organic reaction: reactants, conditions, products, and yield From a dataset of the Open Reaction Database (ORD), a public repository of structured organic reaction records. Reactants: C(CCC)C1=NN2C(C=CC=C2)=C1C(=O)C1=CC=C(C#N)C=C1 (4-[(2-butyl pyrazolo (1,5-a) pyridin-3-yl) carbonyl] benzonitrile), mixture, S(O)(O)(=O)=O (sulfuric acid), C(C)(=O)O (acetic acid). The solvent is O (water), O (water). The product is C(CCC)C1=NN2C(C=CC=C2)=C1C(=O)C1=CC=C(C(=O)O)C=C1 (4-[(2-butyl pyrazolo(1,5-a) pyridin-3-yl) carbonyl] benzoic acid). RXN SMILES: [CH2:1]([C:5]1[C:13]([C:14]([C:16]2[CH:23]=[CH:22]C(C#N)=[CH:18][CH:17]=2)=[O:15])=[C:8]2[CH:9]=[CH:10][CH:11]=[CH:12][N:7]2[N:6]=1)[CH2:2][CH2:3][CH3:4].S(=O)(=O)(O)O.[C:29]([OH:32])(=[O:31])[CH3:30]>O>[CH2:1]([C:5]1[C:13]([C:14]([C:16]2[CH:23]=[CH:22][C:30]([C:29]([OH:32])=[O:31])=[CH:18][CH:17]=2)=[O:15])=[C:8]2[CH:9]=[CH:10][CH:11]=[CH:12][N:7]2[N:6]=1)[CH2:2][CH2:3][CH3:4]. Procedure: A mixture of 845 mg of the product of Example 2 and 15 ml of a mixture in equal proportions of sulfuric acid, acetic acid and water was refluxed for 2 hours and the mixture was cooled down, taken up in water, filtered, washed with water and dried at 80° C. under reduced pressure. Reactants: N1CCCCC1 (piperidine), C(C)C(C(=O)[O-])(C(=O)C(=O)[O-])CC.[Na+].[Na+] (sodium diethyloxalacetate), NC1=NC=CC=C1C=O (2-aminopyridine-3-carboxaldehyde), C(C)O (ethanol). Product: N1=C(C(=CC2=CC=CN=C12)C(=O)OCC)C(=O)OCC (1,8-Naphthyridine-2,3-dicarboxylic acid, diethyl ester). As a reaction SMILES: [NH2:1][C:2]1C(C=O)=[CH:6][CH:5]=[CH:4][N:3]=1.N1CCC[CH2:12][CH2:11]1.C([C:18]([CH2:27][CH3:28])([C:22]([C:24]([O-:26])=[O:25])=O)[C:19]([O-:21])=[O:20])C.[Na+].[Na+].[CH2:31](O)[CH3:32]>>[N:1]1[C:2]2[C:28](=[CH:6][CH:5]=[CH:4][N:3]=2)[CH:27]=[C:18]([C:19]([O:21][CH2:11][CH3:12])=[O:20])[C:22]=1[C:24]([O:26][CH2:31][CH3:32])=[O:25] |f:2.3.4|. Procedure: A suspension of 2-aminopyridine-3-carboxaldehyde (8.67 g) in absolute ethanol (500 mL) was treated with piperidine (1.7 mL) and sodium diethyloxalacetate (29.84 g) and heated to reflux for 18 h. The solvent was evaporated and the residue purified by chromatography on silica using 70% ethyl acetate-hexane as eluent to afford the title compound (2.6 g). M.p. 83°-85°. Starting materials: BrC1=NC=CC=C1 (2-bromopyridine), C(C#C)O (propargyl alcohol), palladium-bis-triphenylphosphine-dichloride. Reagents/catalysts: [Cu]I (copper(I) iodide). Run in C(C)NCC (diethylamine). The product is N1=C(C=CC=C1)C#CCO (3-(2-Pyridyl)-2-propin-1-ol). Isolated yield 77.0%. Reaction SMILES: Br[C:2]1[CH:7]=[CH:6][CH:5]=[CH:4][N:3]=1.[CH2:8]([OH:11])[C:9]#[CH:10]>[Cu]I.C(NCC)C>[N:3]1[CH:4]=[CH:5][CH:6]=[CH:7][C:2]=1[C:10]#[C:9][CH2:8][OH:11]. Reported procedure: The mixture that consists of 16.6 ml (173 mmol) of 2-bromopyridine, 21.6 ml of propargyl alcohol, 2.5 g of palladium-bis-triphenylphosphine-dichloride and 173 mg of copper(I) iodide is mixed with 510 ml of diethylamine and heated for 1.5 hours to 80° C. After filtration and removal of the solvent, the residue is purified by chromatography on fine silica gel with a gradient system that consists of n-hexane and ethyl acetate. 17.8 g (134 mmol, 77%) of the title compound is isolated as a colorless ... Starting materials: mixture, FC1=CC(=C(C(=O)OC)C=C1[N+](=O)[O-])C (methyl 4-fluoro-2-methyl-5-nitrobenzoate), FC1=C(C(=C(C(=O)OC)C=C1)C)[N+](=O)[O-] (methyl 4-fluoro-2-methyl-3-nitrobenzoate), C1(CCCC1)C=1NC=CN1 (2-cyclopentyl-1H-imidazole), C(C)#N (acetonitrile). Solvent: C(C)N(CC)CC (triethylamine), C(C)(=O)OCC (ethyl acetate), O (water). Run at temperature 70 celsius, time 7 hour. The product is C1(CCCC1)C=1N(C=CN1)C1=CC(=C(C(=O)OC)C=C1[N+](=O)[O-])C (methyl 4-(2-cyclopentyl-1H-imidazol-1-yl)-2-methyl-5-nitrobenzoate). As a reaction SMILES: F[C:2]1[C:11]([N+:12]([O-:14])=[O:13])=[CH:10][C:5]([C:6]([O:8][CH3:9])=[O:7])=[C:4]([CH3:15])[CH:3]=1.FC1C=CC(C(OC)=O)=C(C)C=1[N+]([O-])=O.[CH:31]1([C:36]2[NH:37][CH:38]=[CH:39][N:40]=2)[CH2:35][CH2:34][CH2:33][CH2:32]1.C(#N)C>C(OCC)(=O)C.O.C(N(CC)CC)C>[CH:31]1([C:36]2[N:37]([C:2]3[C:11]([N+:12]([O-:14])=[O:13])=[CH:10][C:5]([C:6]([O:8][CH3:9])=[O:7])=[C:4]([CH3:15])[CH:3]=3)[CH:38]=[CH:39][N:40]=2)[CH2:35][CH2:34][CH2:33][CH2:32]1. Procedure details: To 2.74 g of a mixture of methyl 4-fluoro-2-methyl-5-nitrobenzoate and methyl 4-fluoro-2-methyl-3-nitrobenzoate, 1.75 g of 2-cyclopentyl-1H-imidazole, and 17.5 mL of acetonitrile, was added 4.9 mL of triethylamine, followed by stirring at 70° C. for 7 hours. To the reaction mixture were added water and ethyl acetate, followed by extraction with ethyl acetate. The organic layer was washed with saturated brine and then dried over anhydrous magnesium sulfate, and then solvent was evaporated under r... The product is ClC1=CC=C(C=C1)CN1CC=2C=C3C(=CC2C1=O)CC(C3)N(CCC)CCC (2-[(4-Chlorophenyl)methyl]-6-(dipropylamino)-3,5,6,7-tetrahydrocyclopent[f]isoindol-1(2H)-one). The reagents and catalysts are [Zn] (Zinc). Starting materials: ClC1=CC=C(C=C1)CN1C(C=2C=C3C(=CC2C1=O)CC(C3)N(CCC)CCC)=O (2-[(4-Chlorophenyl)methyl]-6-(dipropylamino)-6,7-dihydrocyclopent[f]isoindole-1,3(2H,5H)-dione), Cl (HCl). RXN SMILES: [Cl:1][C:2]1[CH:7]=[CH:6][C:5]([CH2:8][N:9]2[C:17](=O)[C:16]3[CH:15]=[C:14]4[CH2:19][CH:20]([N:22]([CH2:26][CH2:27][CH3:28])[CH2:23][CH2:24][CH3:25])[CH2:21][C:13]4=[CH:12][C:11]=3[C:10]2=[O:29])=[CH:4][CH:3]=1.Cl>CC(O)=O.[Zn]>[Cl:1][C:2]1[CH:7]=[CH:6][C:5]([CH2:8][N:9]2[C:10](=[O:29])[C:11]3[CH:12]=[C:13]4[CH2:21][CH:20]([N:22]([CH2:26][CH2:27][CH3:28])[CH2:23][CH2:24][CH3:25])[CH2:19][C:14]4=[CH:15][C:16]=3[CH2:17]2)=[CH:4][CH:3]=1. Solvent: CC(=O)O (HOAc). Procedure: Using procedure 47, 2-[(4-Chlorophenyl)methyl]-6-(dipropylamino)-6,7-dihydrocyclopent[f]isoindole-1,3(2H,5H)-dione (102, 0.59 g, 1.43 mmol) was reduced with Zinc dust (0.94 g, 14.3 mmol) in glacial HOAc (100 mL). Purification using silica gel, eluting with 4:1 hexane/acetone, afforded an oil that was converted to an HCl salt and recrystallized from EtOAc/MeOH to give 129 as a white solid (m.p. 233-234° C.). Reactants: CN1C(OC2=C1C=CC(=C2)CCBr)=O (3-methyl-6-(2-bromoethyl)-benzoxazolinone), COC1=C(C=CC=C1)N1CCNCC1 (1-(2-methoxyphenyl)-piperazine). Yields the product CN1C(OC2=C1C=CC(=C2)CCN2CCN(CC2)C2=C(C=CC=C2)OC)=O (3-Methyl-6-(2-[4-(2-methoxyphenyl)-piperazin-1-yl]-ethyl)-benzoxazolinone). Yield: 65.1%. Reaction SMILES: [CH3:1][N:2]1[C:6]2[CH:7]=[CH:8][C:9]([CH2:11][CH2:12]Br)=[CH:10][C:5]=2[O:4][C:3]1=[O:14].[CH3:15][O:16][C:17]1[CH:22]=[CH:21][CH:20]=[CH:19][C:18]=1[N:23]1[CH2:28][CH2:27][NH:26][CH2:25][CH2:24]1>>[CH3:1][N:2]1[C:6]2[CH:7]=[CH:8][C:9]([CH2:11][CH2:12][N:26]3[CH2:25][CH2:24][N:23]([C:18]4[CH:19]=[CH:20][CH:21]=[CH:22][C:17]=4[O:16][CH3:15])[CH2:28][CH2:27]3)=[CH:10][C:5]=2[O:4][C:3]1=[O:14]. Reported procedure: By following the procedure indicated in Example 1, but starting from 5.12 g of 3-methyl-6-(2-bromoethyl)-benzoxazolinone and 4.82 g of 1-(2-methoxyphenyl)-piperazine, 4.78 g of the title product having a melting point of 137°-137.5° C. were obtained after crystallisation from cyclohexane.